This data is from the Open Reaction Database (ORD), a public repository of structured organic reaction records. The task is: describe an organic reaction: reactants, conditions, products, and yield Reactants: FC1=CC=C(C=C1)N1N=CC2=CC(=CC=C12)O[C@@H]([C@H](C)N)C1=CC(=CC=C1)OC ((1R,2S)-1-{[1-(4-fluorophenyl)-1H-indazol-5-yl]oxy}-1-(3-methoxyphenyl)propan-2-amine), ClC1=CC=C(S1)C(=O)O (5-chlorothiophene-2-carboxylic acid). The product is ClC1=CC=C(S1)C(=O)N[C@H]([C@@H](C1=CC(=CC=C1)OC)OC=1C=C2C=NN(C2=CC1)C1=CC=C(C=C1)F)C (5-chloro-N-[(1R,2S)-1-[1-(4-fluorophenyl)indazol-5-yl]oxy-1-(3-methoxyphenyl)propan-2-yl]thiophene-2-carboxamide). As a reaction SMILES: [F:1][C:2]1[CH:7]=[CH:6][C:5]([N:8]2[C:16]3[C:11](=[CH:12][C:13]([O:17][C@H:18]([C:22]4[CH:27]=[CH:26][CH:25]=[C:24]([O:28][CH3:29])[CH:23]=4)[C@@H:19]([NH2:21])[CH3:20])=[CH:14][CH:15]=3)[CH:10]=[N:9]2)=[CH:4][CH:3]=1.[Cl:30][C:31]1[S:35][C:34]([C:36](O)=[O:37])=[CH:33][CH:32]=1>>[Cl:30][C:31]1[S:35][C:34]([C:36]([NH:21][C@@H:19]([CH3:20])[C@H:18]([O:17][C:13]2[CH:12]=[C:11]3[C:16](=[CH:15][CH:14]=2)[N:8]([C:5]2[CH:4]=[CH:3][C:2]([F:1])=[CH:7][CH:6]=2)[N:9]=[CH:10]3)[C:22]2[CH:27]=[CH:26][CH:25]=[C:24]([O:28][CH3:29])[CH:23]=2)=[O:37])=[CH:33][CH:32]=1. Procedure: Prepared as described in Example 269 from (1R,2S)-1-(1-(4-fluorophenyl)-1H-indazol-5-yloxy)-1-(3-methoxyphenyl)propan-2-amine (6a, 50 mg, 0.13 mmol) and 5-chlorothiophene-2-carboxylic acid (24 mg, 0.15 mmol). The reactants are C1COC(C)(CN2C(C=3C(C2=O)=CC=CC3)=O)O1 (phthalimidoacetone ethylene ketal), BrBr (bromine). The solvent is C(COCCO)O (diethylene glycol). Product: C1(C=2C(C(N1CC(CBr)=O)=O)=CC=CC2)=O ((3-phthalimidoacetonyl)bromide). Isolated yield 70.9%. As a reaction SMILES: C1O[C:4]([CH2:6][N:7]2[C:11](=[O:12])[C:10]3=[CH:13][CH:14]=[CH:15][CH:16]=[C:9]3[C:8]2=[O:17])([CH3:5])[O:3]C1.[Br:19]Br>C(O)COCCO>[C:11]1(=[O:12])[N:7]([CH2:6][C:4](=[O:3])[CH2:5][Br:19])[C:8](=[O:17])[C:9]2=[CH:16][CH:15]=[CH:14][CH:13]=[C:10]12. Procedure details: A solution of phthalimidoacetone ethylene ketal (2.47 g, 10 mmole) in 10 mlof diethylene glycol is heated on a steambath. To this hot solution bromine(1.6 g, 10 mmole) is added dropwise under nitrogen. The reaction mixture iscooled to room temperature and is quenched in 20 ml hexane. To this mixtureis added solid sodium carbonate followed by chloroform and ice water. The organic layer is separated and the aqueous layer is extracted 3 times withchloroform. The chloroform extracts are washed with ...